The task is: describe an organic reaction: reactants, conditions, products, and yield. This data is from the Open Reaction Database (ORD), a public repository of structured organic reaction records. Starting materials: O=C1CCC(=O)N1Br, O=C(OOC(=O)c1ccccc1)c1ccccc1, ClC(Cl)(Cl)Cl, CCOC(=O)C=C(C)Oc1cc(F)ccc1F. Product: CCOC(=O)C=C(CBr)Oc1cc(F)ccc1F. As a reaction SMILES: [Br:18][N:19]1[C:20](=[O:21])[CH2:22][CH2:23][C:24]1=[O:25].[C:26]([O:27][O:28][C:29](=[O:30])[c:31]1[cH:32][cH:33][cH:34][cH:35][cH:36]1)(=[O:37])[c:38]1[cH:39][cH:40][cH:41][cH:42][cH:43]1.[C:44]([Cl:45])([Cl:46])([Cl:47])[Cl:48].[CH2:1]([CH3:2])[O:3][C:4]([CH:5]=[C:6]([CH3:7])[O:8][c:9]1[c:10]([F:16])[cH:11][cH:12][c:13]([F:15])[cH:14]1)=[O:17]>>[CH2:1]([CH3:2])[O:3][C:4]([CH:5]=[C:6]([CH2:7][Br:18])[O:8][c:9]1[c:10]([F:16])[cH:11][cH:12][c:13]([F:15])[cH:14]1)=[O:17].